From a dataset of the Open Reaction Database (ORD), a public repository of structured organic reaction records. describe an organic reaction: reactants, conditions, products, and yield Starting materials: O=C1C(CCCC1)C(=O)OCC (ethyl 2-oxocyclohexanecarboxylate). Solvent: O (H2O), [OH-].[Na+] (NaOH). Conditions: time 24 hour. Product: O=C1C(CCCC1)C(=O)O (2-oxocyclohexanecarboxylic acid). Yield: 98.4%. RXN SMILES: [O:1]=[C:2]1[CH2:7][CH2:6][CH2:5][CH2:4][CH:3]1[C:8]([O:10]CC)=[O:9]>O.[OH-].[Na+]>[O:1]=[C:2]1[CH2:7][CH2:6][CH2:5][CH2:4][CH:3]1[C:8]([OH:10])=[O:9] |f:2.3|. Procedure details: To 4-chloro-2-fluoroaniline (2.7 g, 19.0 mmol) in H2O (12 mL), cooled to 0° C., conc. HCl (4.5 mL) was added and stirred for 10 min. NaNO2 (1.3 g, 18.8 mmol), dissolved in water (13 mL), was added slowly to the reaction mixture and stirred at 0° C. for an additional 30 min., the solids were filtered to give the diazonium salt. In another set up, to ethyl 2-oxocyclohexanecarboxylate (3 g, 19.3 mmol) in H2O (10 mL), 5N NaOH (5 mL) was added. The reaction mixture was stirred at room temperature for... Starting materials: C1=C(C=CC2=CC=CC=C12)CNC1C2CN(CC12)C1=CC=C(C(=O)OCC)C=C1 (Ethyl 4-{6-[(naphthalen-2-ylmethyl)-amino]-3-aza-bicyclo[3.1.0]hex-3-yl}-benzoate), C[Si]([O-])(C)C.[K+] (potassium trimethylsilanolate), C[Si]([O-])(C)C.[K+] (potassium trimethylsilanolate). Solvent: C1CCOC1 (THF). Reaction conditions: temperature 50 celsius, time 4 day. The product is C1=C(C=CC2=CC=CC=C12)CNC1C2CN(CC12)C1=CC=C(C(=O)O)C=C1 (4-{6-[(Naphthalen-2-ylmethyl)-amino]-3-aza-bicyclo[3.1.0]hex-3-yl}-benzoic acid). RXN SMILES: [CH:1]1[C:10]2[C:5](=[CH:6][CH:7]=[CH:8][CH:9]=2)[CH:4]=[CH:3][C:2]=1[CH2:11][NH:12][CH:13]1[CH:18]2[CH:14]1[CH2:15][N:16]([C:19]1[CH:29]=[CH:28][C:22]([C:23]([O:25]CC)=[O:24])=[CH:21][CH:20]=1)[CH2:17]2.C[Si](C)(C)[O-].[K+]>C1COCC1>[CH:1]1[C:10]2[C:5](=[CH:6][CH:7]=[CH:8][CH:9]=2)[CH:4]=[CH:3][C:2]=1[CH2:11][NH:12][CH:13]1[CH:14]2[CH:18]1[CH2:17][N:16]([C:19]1[CH:29]=[CH:28][C:22]([C:23]([OH:25])=[O:24])=[CH:21][CH:20]=1)[CH2:15]2 |f:1.2|. Reported procedure: Ethyl 4-{6-[(naphthalen-2-ylmethyl)-amino]-3-aza-bicyclo[3.1.0]hex-3-yl}-benzoate (500 mg, 1.29 mmol) was stirred in THF (30 ml) with potassium trimethylsilanolate (332 mg, 2.58 mmol) at r.t. under N2 for 6 h. More potassium trimethylsilanolate (332 mg, 2.58 mmol) was added and the reaction stirred at 50° C. for 4 days. The reaction was allowed to cool to r.t. and a precipitate formed. This was isolated by filtration, dried and used in the next step without further purification. LCMS purity 60%,... Reactants: [Na][Na].N(=NC1=CC=C(C(C(=O)[O-])=C1)O)C=1C=C(C(C(=O)[O-])=CC1)O (disodium 4,5'-azo-bis-salicylate), C(C)(=O)O (acetic acid). The solvent is O (water). Product: N(=NC1=CC=C(C(C(=O)O)=C1)O)C=1C=C(C(C(=O)O)=CC1)O (4,5'-azo-bis-salicylic acid). Reaction SMILES: [Na][Na].[N:3]([C:15]1[CH:16]=[C:17]([OH:24])[C:18](=[CH:22][CH:23]=1)[C:19]([O-:21])=[O:20])=[N:4][C:5]1[CH:13]=[C:9]([C:10]([O-:12])=[O:11])[C:8]([OH:14])=[CH:7][CH:6]=1.C(O)(=O)C>O>[N:3]([C:15]1[CH:16]=[C:17]([OH:24])[C:18](=[CH:22][CH:23]=1)[C:19]([OH:21])=[O:20])=[N:4][C:5]1[CH:13]=[C:9]([C:10]([OH:12])=[O:11])[C:8]([OH:14])=[CH:7][CH:6]=1 |f:0.1|. Reported procedure: 1 g of disodium-4,5'-azo-bis-salicylate was dissolved in 20 ml of boiling water, whereupon the solution was acidified with acetic acid down to pH 4. After cooling, the product was filtered off, washed with water and dried. Yield: 0.8 g. Solvent: CO (methanol), C(CO)O (ethylene glycol). Reported procedure: 5.00 g (4.28 mmol) of BOC-Val-Pro-Pro-Leu-Gly-Trp-Met-OMe (XI) prepared in Example 1, Step 11, were dissolved in a solution of 100 ml of methanol and 2 ml of ethylene glycol, and saturated at 0° C. with ammonia. The reaction mixture was kept in the refrigerator for 3 days, and then the excess of ammonia and the solvent were removed in vacuo. The crude product was partially purified by column chromatography on silica gel (Merck) 0.040-0.063 mm eluting with AcOEt:MeOH=87:13 and used as such in the... Yields the product N([C@@H](C(C)C)C(=O)N1[C@H](C(=O)N2[C@H](C(=O)N[C@@H](CC(C)C)C(=O)NCC(=O)N[C@@H](CC3=CNC4=CC=CC=C34)C(=O)N[C@@H](CCSC)C(=O)N)CCC2)CCC1)C(=O)OC(C)(C)C (BOC-Val-Pro-Pro-Leu-Gly-Trp-Met-NH2). Conditions: time 3 day. As a reaction SMILES: [NH:1]([C:58]([O:60][C:61]([CH3:64])([CH3:63])[CH3:62])=[O:59])[C@H:2]([C:6]([N:8]1[CH2:57][CH2:56][CH2:55][C@H:9]1[C:10]([N:12]1[CH2:54][CH2:53][CH2:52][C@H:13]1[C:14]([NH:16][C@H:17]([C:22]([NH:24][CH2:25][C:26]([NH:28][C@H:29]([C:40]([NH:42][C@H:43]([C:48]([O:50]C)=O)[CH2:44][CH2:45][S:46][CH3:47])=[O:41])[CH2:30][C:31]1[C:39]2[C:34](=[CH:35][CH:36]=[CH:37][CH:38]=2)[NH:33][CH:32]=1)=[O:27])=[O:23])[CH2:18][CH:19]([CH3:21])[CH3:20])=[O:15])=[O:11])=[O:7])[CH:3]([CH3:5])[CH3:4].[NH3:65]>CO.C(O)CO>[NH:1]([C:58]([O:60][C:61]([CH3:64])([CH3:63])[CH3:62])=[O:59])[C@H:2]([C:6]([N:8]1[CH2:57][CH2:56][CH2:55][C@H:9]1[C:10]([N:12]1[CH2:54][CH2:53][CH2:52][C@H:13]1[C:14]([NH:16][C@H:17]([C:22]([NH:24][CH2:25][C:26]([NH:28][C@H:29]([C:40]([NH:42][C@H:43]([C:48]([NH2:65])=[O:50])[CH2:44][CH2:45][S:46][CH3:47])=[O:41])[CH2:30][C:31]1[C:39]2[C:34](=[CH:35][CH:36]=[CH:37][CH:38]=2)[NH:33][CH:32]=1)=[O:27])=[O:23])[CH2:18][CH:19]([CH3:21])[CH3:20])=[O:15])=[O:11])=[O:7])[CH:3]([CH3:5])[CH3:4]. The reactants are N([C@@H](C(C)C)C(=O)N1[C@H](C(=O)N2[C@H](C(=O)N[C@@H](CC(C)C)C(=O)NCC(=O)N[C@@H](CC3=CNC4=CC=CC=C34)C(=O)N[C@@H](CCSC)C(=O)OC)CCC2)CCC1)C(=O)OC(C)(C)C (BOC-Val-Pro-Pro-Leu-Gly-Trp-Met-OMe), N (ammonia). Reactants: ClC1=C2C(=NC=C1)N(C=C2C=2C=C(C=CC2)CN)S(=O)(=O)C2=CC=CC=C2 ((3-(4-chloro-1-(phenylsulfonyl)-1H-pyrrolo[2,3-b]pyridin-3-yl)phenyl)methanamine), FC=1C=C(CN2C(C(=CC=C2)C(=O)Cl)=O)C=CC1F (1-(3,4-difluorobenzyl)-2-oxo-1,2-dihydropyridine-3-carbonyl chloride). Solvent: C(Cl)Cl (DCM). Reaction conditions: time 8 hour. Product: ClC1=C2C(=NC=C1)N(C=C2C=2C=C(CNC(=O)C=1C(N(C=CC1)CC1=CC(=C(C=C1)F)F)=O)C=CC2)S(=O)(=O)C2=CC=CC=C2 (N-(3-(4-chloro-1-(phenylsulfonyl)-1H-pyrrolo[2,3-b]pyridin-3-yl)benzyl)-1-(3,4-difluorobenzyl)-2-oxo-1,2-dihydropyridine-3-carboxamide). Yield: 45.9%. As a reaction SMILES: [Cl:1][C:2]1[CH:7]=[CH:6][N:5]=[C:4]2[N:8]([S:19]([C:22]3[CH:27]=[CH:26][CH:25]=[CH:24][CH:23]=3)(=[O:21])=[O:20])[CH:9]=[C:10]([C:11]3[CH:12]=[C:13]([CH2:17][NH2:18])[CH:14]=[CH:15][CH:16]=3)[C:3]=12.[F:28][C:29]1[CH:30]=[C:31]([CH:43]=[CH:44][C:45]=1[F:46])[CH2:32][N:33]1[CH:38]=[CH:37][CH:36]=[C:35]([C:39](Cl)=[O:40])[C:34]1=[O:42]>C(Cl)Cl>[Cl:1][C:2]1[CH:7]=[CH:6][N:5]=[C:4]2[N:8]([S:19]([C:22]3[CH:27]=[CH:26][CH:25]=[CH:24][CH:23]=3)(=[O:21])=[O:20])[CH:9]=[C:10]([C:11]3[CH:12]=[C:13]([CH:14]=[CH:15][CH:16]=3)[CH2:17][NH:18][C:39]([C:35]3[C:34](=[O:42])[N:33]([CH2:32][C:31]4[CH:43]=[CH:44][C:45]([F:46])=[C:29]([F:28])[CH:30]=4)[CH:38]=[CH:37][CH:36]=3)=[O:40])[C:3]=12. Reported procedure: 43 mg of (3-(4-chloro-1-(phenylsulfonyl)-1H-pyrrolo[2,3-b]pyridin-3-yl)phenyl)methanamine, 32 mg of crude 1-(3,4-difluorobenzyl)-2-oxo-1,2-dihydropyridine-3-carbonyl chloride were dissolved in DCM, TEA was added, then the resulted mixture was stirred at room temperature for overnight. The solvent was removed on a rotary evaporator and the crude was purified by chromatography to give 32 mg of N-(3-(4-chloro-1-(phenylsulfonyl)-1H-pyrrolo[2,3-b]pyridin-3-yl)benzyl)-1-(3,4-difluorobenzyl)-2-oxo-1,2-... The reactants are [Br-], [Li]CCCC, CC(C)(C)c1cccc(-c2cccc(C(=O)c3ccccn3)c2)c1OCc1ccccc1, C[P+](c1ccccc1)(c1ccccc1)c1ccccc1, [Cl-], [NH4+], C1CCOC1. Yields the product C=C(c1cccc(-c2cccc(C(C)(C)C)c2OCc2ccccc2)c1)c1ccccn1. RXN SMILES: [Br-:40].[CH2:1]([Li:2])[CH2:3][CH2:4][CH3:5].[CH2:6]([c:7]1[cH:8][cH:9][cH:10][cH:11][cH:12]1)[O:13][c:14]1[c:15](-[c:24]2[cH:25][c:26]([C:30](=[O:31])[c:32]3[n:33][cH:34][cH:35][cH:36][cH:37]3)[cH:27][cH:28][cH:29]2)[cH:16][cH:17][cH:18][c:19]1[C:20]([CH3:21])([CH3:22])[CH3:23].[CH3:41][P+:42]([c:43]1[cH:44][cH:45][cH:46][cH:47][cH:48]1)([c:49]1[cH:50][cH:51][cH:52][cH:53][cH:54]1)[c:55]1[cH:56][cH:57][cH:58][cH:59][cH:60]1.[Cl-:38].[NH4+:39].[O:61]1[CH2:62][CH2:63][CH2:64][CH2:65]1>>[CH2:1]=[C:30]([c:26]1[cH:25][c:24](-[c:15]2[c:14]([O:13][CH2:6][c:7]3[cH:8][cH:9][cH:10][cH:11][cH:12]3)[c:19]([C:20]([CH3:21])([CH3:22])[CH3:23])[cH:18][cH:17][cH:16]2)[cH:29][cH:28][cH:27]1)[c:32]1[n:33][cH:34][cH:35][cH:36][cH:37]1.